This data is from the Open Reaction Database (ORD), a public repository of structured organic reaction records. The task is: describe an organic reaction: reactants, conditions, products, and yield The reactants are CS(=O)(=O)CC(C)=O (1-methylsulfonyl-2-propanone), Cl.C(C1=CC=CC=C1)NN (benzylhydrazine monohydrochloride). Run in CO (methanol), CO (methanol). Reaction conditions: time 3 day. Product: Cl.C(C1=CC=CC=C1)NN=C(CS(=O)(=O)C)C (1-benzyl-2-(1-methylsulfonyl-2-propylidene)hydrazine monohydrochloride). The yield is 102.8%. As a reaction SMILES: [CH3:1][S:2]([CH2:5][C:6](=O)[CH3:7])(=[O:4])=[O:3].[ClH:9].[CH2:10]([NH:17][NH2:18])[C:11]1[CH:16]=[CH:15][CH:14]=[CH:13][CH:12]=1>CO>[ClH:9].[CH2:10]([NH:17][N:18]=[C:6]([CH3:7])[CH2:5][S:2]([CH3:1])(=[O:4])=[O:3])[C:11]1[CH:16]=[CH:15][CH:14]=[CH:13][CH:12]=1 |f:1.2,4.5|. Procedure details: To a 50 ml volume three-necked flask, 1-methylsulfonyl-2-propanone (7-2-1) (2.01 g), methanol (10 ml) and benzylhydrazine monohydrochloride (14-c) (2.56 g) were added under a nitrogen atmosphere at room temperature, then additional methanol (10 ml) was added. The resulting reaction mixture was stirred at room temperature for three days, and filtered to give the primary crystal. The filtrate was concentrated under reduced pressure, and filtered again to give the crystal. The crystal was combined ... Reactants: ClC1=CC=C(CC2NCCC3=CC(=C(C=C23)OC)OC)C=C1 (1-(4-Chloro-benzyl)-6,7-dimethoxy-1,2,3,4-tetrahydroisoquinoline), BrCC(=O)Br (2-bromoacetyl bromide), NC1CC2=CC=CC=C2C1 (2-amino-indane). Product: ClC1=CC=C(CC2N(CCC3=CC(=C(C=C23)OC)OC)CC(=O)NC2CC3=CC=CC=C3C2)C=C1 (2-[1-(4-Chloro-benzyl)-6,7-dimethoxy-3,4-dihydro-1H-isoquinolin-2-yl]-N-(indan-2-yl)-acetamide). RXN SMILES: [Cl:1][C:2]1[CH:22]=[CH:21][C:5]([CH2:6][CH:7]2[C:16]3[C:11](=[CH:12][C:13]([O:19][CH3:20])=[C:14]([O:17][CH3:18])[CH:15]=3)[CH2:10][CH2:9][NH:8]2)=[CH:4][CH:3]=1.Br[CH2:24][C:25](Br)=[O:26].[NH2:28][CH:29]1[CH2:37][C:36]2[C:31](=[CH:32][CH:33]=[CH:34][CH:35]=2)[CH2:30]1>>[Cl:1][C:2]1[CH:3]=[CH:4][C:5]([CH2:6][CH:7]2[C:16]3[C:11](=[CH:12][C:13]([O:19][CH3:20])=[C:14]([O:17][CH3:18])[CH:15]=3)[CH2:10][CH2:9][N:8]2[CH2:24][C:25]([NH:28][CH:29]2[CH2:37][C:36]3[C:31](=[CH:32][CH:33]=[CH:34][CH:35]=3)[CH2:30]2)=[O:26])=[CH:21][CH:22]=1. Reported procedure: prepared by reaction of 1-(4-Chloro-benzyl)-6,7-dimethoxy-1,2,3,4-tetrahydroisoquinoline and 2-bromoacetyl bromide with 2-amino-indane Reactants: CO, ClC(Cl)Cl, [Mg], CCC1=C2CC(N(C)C)C3=C2C(=CN1S(=O)(=O)c1ccccc1)C=COC3. Yields the product CCC1=C2CC(N(C)C)C3=C2C(=CN1)C=COC3. RXN SMILES: [CH3:29][OH:30].[CH:31]([Cl:32])([Cl:33])[Cl:34].[Mg:1].[c:2]1([S:3](=[O:4])(=[O:5])[N:11]2[CH:12]=[C:13]3[C:14]4=[C:18]([CH:17]([N:23]([CH3:24])[CH3:25])[CH2:16][C:15]4=[C:26]2[CH2:27][CH3:28])[CH2:19][O:20][CH:21]=[CH:22]3)[cH:6][cH:7][cH:8][cH:9][cH:10]1>>[NH:11]1[CH:12]=[C:13]2[C:14]3=[C:18]([CH:17]([N:23]([CH3:24])[CH3:25])[CH2:16][C:15]3=[C:26]1[CH2:27][CH3:28])[CH2:19][O:20][CH:21]=[CH:22]2. Reactants: tetrakistriphenylphosphine palladium, BrC1=CC=C(S1)/C=C/C(=O)OCC (ethyl (E)-3-(5-bromothiophen-2-yl)acrylate), B(OC1=CC=C(C=C1)C(C)C)([O-])[O-] (4-isopropylphenyl borate), C([O-])([O-])=O.[K+].[K+] (potassium carbonate). Solvent: C1(=CC=CC=C1)C.C(C)O.O (toluene ethanol water). The product is C(C)(C)C1=CC=C(C=C1)C1=CC=C(S1)/C=C/C(=O)OC (methyl (E)-3-[5-(4-isopropylphenyl)-thiophen-2-yl]acrylate). Isolated yield 75.7%. RXN SMILES: Br[C:2]1[S:6][C:5](/[CH:7]=[CH:8]/[C:9]([O:11][CH2:12]C)=[O:10])=[CH:4][CH:3]=1.B([O-])([O-])O[C:16]1[CH:21]=[CH:20][C:19]([CH:22]([CH3:24])[CH3:23])=[CH:18][CH:17]=1.C(=O)([O-])[O-].[K+].[K+]>C1(C)C=CC=CC=1.C(O)C.O>[CH:22]([C:19]1[CH:20]=[CH:21][C:16]([C:2]2[S:6][C:5](/[CH:7]=[CH:8]/[C:9]([O:11][CH3:12])=[O:10])=[CH:4][CH:3]=2)=[CH:17][CH:18]=1)([CH3:24])[CH3:23] |f:2.3.4,5.6.7|. Procedure: Under argon atmosphere, a solution of ethyl (E)-3-(5-bromothiophen-2-yl)acrylate (1.00 g), 4-isopropylphenyl borate (0.86 g) and potassium carbonate (1.12 g) in toluene/ethanol/water (40/4/4 ml) was stirred at room temperature for 1 hour. To the mixture was added tetrakistriphenylphosphine palladium (0.14 g), and the mixture was refluxed for 18 hours and then cooled to room temperature. The organic layer was washed with saturated brine and dried with magnesium sulfate. Under reduced pressure, th... The reactants are BrCC(=O)Br (bromoacetyl bromide), NC1=C(C(=O)C2=CC=C(C=C2)NC(C(F)(F)F)=O)C=C(C=C1)Cl (2-amino-5-chloro-4'-(2,2,2-trifluoroacetamido)-benzophenone), C([O-])(O)=O.[Na+] (sodium bicarbonate). Solvent: CCOCC (ether). Run at time 90 minute. Yields the product BrCC(=O)NC1=C(C(=O)C2=CC=C(C=C2)NC(C(F)(F)F)=O)C=C(C=C1)Cl (2-(Bromoacetamido)-5-chloro-4'-(2,2,2-trifluoroacetamido)-benzophenone). The yield is 87.3%. As a reaction SMILES: [NH2:1][C:2]1[CH:22]=[CH:21][C:20]([Cl:23])=[CH:19][C:3]=1[C:4]([C:6]1[CH:11]=[CH:10][C:9]([NH:12][C:13](=[O:18])[C:14]([F:17])([F:16])[F:15])=[CH:8][CH:7]=1)=[O:5].[Br:24][CH2:25][C:26](Br)=[O:27].C(=O)(O)[O-].[Na+]>CCOCC>[Br:24][CH2:25][C:26]([NH:1][C:2]1[CH:22]=[CH:21][C:20]([Cl:23])=[CH:19][C:3]=1[C:4]([C:6]1[CH:7]=[CH:8][C:9]([NH:12][C:13](=[O:18])[C:14]([F:15])([F:16])[F:17])=[CH:10][CH:11]=1)=[O:5])=[O:27] |f:2.3|. Reported procedure: To a stirred mixture of 56 g (0.163 mole) of 2-amino-5-chloro-4'-(2,2,2-trifluoroacetamido)-benzophenone in 900 ml of ether was added 43 g (0.213 mole) of bromoacetyl bromide and a saturated aqueous solution of sodium bicarbonate in portions, keeping the solution slightly basis during the addition. The reaction was stirred for 90 min and filtered to give 66 g of product. The ether layer was dried and evaporated and the residual oil was crystallized from methanol to give an additional 10 g of the...